This data is from the Open Reaction Database (ORD), a public repository of structured organic reaction records. The task is: describe an organic reaction: reactants, conditions, products, and yield Reactants: 3-(3-4-[3-(2,4-dioxo-1,4-dihydro-2H-quinazolin-3-yl)propylamino]butylaminopropyl)-1H-quinazoline-2,4-dione, ClC(=O)OCC (ethyl chloroformate), Cl (hydrochloric acid), O=C1NC2=CC=CC=C2C(N1CCCN(C(C)=O)CCCCNCCCN1C(NC2=CC=CC=C2C1=O)=O)=O (N-[3-(2,4-dioxo-1,4-dihydro-2H-quinazolin-3-yl)propyl]-N-{4-[3-(2,4-dioxo-1,4-dihydro-2H-quinazolin-3-yl)propylamino]butyl}acetamide), C(C)(=O)OC(C)=O (acetic anhydride). Solvent: ClCCl (dichloromethane), N1=CC=CC=C1 (pyridine). Product: C(C)OC(N(CCCN1C(NC2=CC=CC=C2C1=O)=O)CCCCN(CCCN1C(NC2=CC=CC=C2C1=O)=O)C(C)=O)=O ((4-{acetyl-[3-(2,4-dioxo-1,4-dihydro-2H-quinazolin-3-yl)propyl]amino}butyl)-[3-(2,4-dioxo-1,4-dihydro-2H-quinazolin-3-yl)propyl]carbamic acid ethyl ester), solid. Yield: 34.0%. As a reaction SMILES: Cl.[O:2]=[C:3]1[N:12]([CH2:13][CH2:14][CH2:15][N:16]([CH2:20][CH2:21][CH2:22][CH2:23][NH:24][CH2:25][CH2:26][CH2:27][N:28]2[C:37](=[O:38])[C:36]3[C:31](=[CH:32][CH:33]=[CH:34][CH:35]=3)[NH:30][C:29]2=[O:39])[C:17](=[O:19])[CH3:18])[C:11](=[O:40])[C:10]2[C:5](=[CH:6][CH:7]=[CH:8][CH:9]=2)[NH:4]1.Cl[C:42]([O:44][CH2:45][CH3:46])=[O:43].C(OC(=O)C)(=O)C>ClCCl.N1C=CC=CC=1>[CH2:45]([O:44][C:42](=[O:43])[N:24]([CH2:23][CH2:22][CH2:21][CH2:20][N:16]([C:17](=[O:19])[CH3:18])[CH2:15][CH2:14][CH2:13][N:12]1[C:11](=[O:40])[C:10]2[C:5](=[CH:6][CH:7]=[CH:8][CH:9]=2)[NH:4][C:3]1=[O:2])[CH2:25][CH2:26][CH2:27][N:28]1[C:37](=[O:38])[C:36]2[C:31](=[CH:32][CH:33]=[CH:34][CH:35]=2)[NH:30][C:29]1=[O:39])[CH3:46]. Procedure details: In the above Example 4, hydrochloric acid salt of N-[3-(2,4-dioxo-1,4-dihydro-2H-quinazolin-3-yl)propyl]-N-{4-[3-(2,4-dioxo-1,4-dihydro-2H-quinazolin-3-yl)propylamino]butyl}acetamide 3 g (5.3 mmol) and ethyl chloroformate 0.6 mL (6.3 mmol) were used, instead of 3-(3-4-[3-(2,4-dioxo-1,4-dihydro-2H-quinazolin-3-yl)propylamino]butylaminopropyl)-1H-quinazoline-2,4-dione and acetic anhydride. The same procedure of the above Example 4 was performed to give the title compound of white solid (1.1 g, 34%... Reactants: C(C)(C)(C)C1=C(O)C=CC(=C1)O (t-butylhydroquinone), [Na] (sodium), C(C)(C)(C)C=1C(C=CC(C1)=O)=O (t-butylbenzoquinone), Br(=O)(=O)[O-].[K+] (potassium bromate), quinone, C(C)O (ethanol). Reagents/catalysts: S(O)(O)(=O)=O (sulfuric acid). The solvent is O (water). Conditions: temperature 80 celsius. The product is OC=1C=CC2=C(C(C(O2)(C)C)=O)C1 (5-Hydroxy-2,2-dimethyl-benzofuran-3-one). Reaction SMILES: [C:1]([C:5]1[CH:11]=[C:10]([OH:12])[CH:9]=[CH:8]C=1O)(C)([CH3:3])[CH3:2].Br([O-])(=O)=O.[K+].C(C1C(=O)C=CC(=[O:28])C=1)(C)(C)C.[Na].[CH2:31]([OH:33])[CH3:32]>O.S(=O)(=O)(O)O>[OH:33][C:31]1[CH:8]=[CH:9][C:10]2[O:12][C:1]([CH3:3])([CH3:2])[C:5](=[O:28])[C:11]=2[CH:32]=1 |f:1.2,^1:29|. Procedure details: 80 mmol t-butylhydroquinone together with 80 mmol potassium bromate is suspended in 100 ml water. 20 drops 1 M sulfuric acid is added thereto while stirring. The reaction mixture is slowly heated to 80° C. while stirring. A clear orange solution of the quinone forms. When this is cooled to room temperature orange needles precipitate (t-butylbenzoquinone). These are dissolved in 400 ml ethanol while still wet. The solution is irradiated for 15 h at 5° C. with a 250 W sodium-vapour lamp (TLC contr... Reported procedure: The title compound was prepared from morpholine (0.451 g, 0.0052 mol) and 6-(5-chlorosulphonyl-2-n-propoxyphenyl)-3-methyl-1-n-propyl-1,5-dihydro-4H-pyrazolo[3,4-d]pyrimidin-4-one (Preparation 8; 0.55 g, 0.0013 mol), according to the procedure of Example 14, and was obtained as colourless needles (0.403 g, 65%), m.p. 161-163° C., after crystallisation from ethyl acetate-hexane. Found: C,55.68; H,6.16; N,14.85. C22H29N5O5S requires C,55.56; H,6.15; N,14.73%. Yield: 65.0%. Reactants: N1CCOCC1 (morpholine), ClS(=O)(=O)C=1C=CC(=C(C1)C=1NC(C2=C(N1)N(N=C2C)CCC)=O)OCCC (6-(5-chlorosulphonyl-2-n-propoxyphenyl)-3-methyl-1-n-propyl-1,5-dihydro-4H-pyrazolo[3,4-d]pyrimidin-4-one). RXN SMILES: [NH:1]1[CH2:6][CH2:5][O:4][CH2:3][CH2:2]1.Cl[S:8]([C:11]1[CH:12]=[CH:13][C:14]([O:31][CH2:32][CH2:33][CH3:34])=[C:15]([C:17]2[NH:18][C:19](=[O:30])[C:20]3[C:25]([CH3:26])=[N:24][N:23]([CH2:27][CH2:28][CH3:29])[C:21]=3[N:22]=2)[CH:16]=1)(=[O:10])=[O:9]>>[CH3:26][C:25]1[C:20]2[C:19](=[O:30])[NH:18][C:17]([C:15]3[CH:16]=[C:11]([S:8]([N:1]4[CH2:6][CH2:5][O:4][CH2:3][CH2:2]4)(=[O:10])=[O:9])[CH:12]=[CH:13][C:14]=3[O:31][CH2:32][CH2:33][CH3:34])=[N:22][C:21]=2[N:23]([CH2:27][CH2:28][CH3:29])[N:24]=1. Product: CC1=NN(C=2N=C(NC(C21)=O)C2=C(C=CC(=C2)S(=O)(=O)N2CCOCC2)OCCC)CCC (3-Methyl-6-[5-(morpholinosulphonyl)-2-n-propoxyphenyl]-1-n-propyl-1,5-dihydro-4H-pyrazolo[3,4-d]-pyrimidin-4-one), needles. The reactants are Cc1ccccc1, O=C=NCCCl, ClCCl, COC(=O)c1ccc(-c2ccc(N)cc2C)cc1. The product is COC(=O)c1ccc(-c2ccc(NC(=O)NCCCl)cc2C)cc1. RXN SMILES: [CH3:28][c:29]1[cH:30][cH:31][cH:32][cH:33][cH:34]1.[Cl:19][CH2:20][CH2:21][N:22]=[C:23]=[O:24].[Cl:25][CH2:26][Cl:27].[NH2:1][c:2]1[cH:3][c:4]([CH3:18])[c:5](-[c:8]2[cH:9][cH:10][c:11]([C:14](=[O:15])[O:16][CH3:17])[cH:12][cH:13]2)[cH:6][cH:7]1>>[NH:1]([c:2]1[cH:3][c:4]([CH3:18])[c:5](-[c:8]2[cH:9][cH:10][c:11]([C:14](=[O:15])[O:16][CH3:17])[cH:12][cH:13]2)[cH:6][cH:7]1)[C:23]([NH:22][CH2:21][CH2:20][Cl:19])=[O:24]. Starting materials: ClC1=NC2=CC(=C(C=C2C(=N1)N)OC)OC (2-chloro-6,7-dimethoxyquinazolin-4-amine), C(C1=CC=CC=C1)OC(=O)NCCOC=1C=C(C=CC1)C1CN(CCN1)C(=O)OC(C)(C)C ((−)-tert-butyl 3-(3-(2-(((benzyloxy)carbonyl)amino)ethoxy)phenyl)piperazine-1-carboxylate). The solvent is C(CC(C)C)O (isoamyl alcohol). Yields the product NC1=NC(=NC2=CC(=C(C=C12)OC)OC)N1C(CN(CC1)C(=O)OC(C)(C)C)C1=CC(=CC=C1)OCCNC(=O)OCC1=CC=CC=C1 ((−)-tert-Butyl 4-(4-amino-6,7-dimethoxyquinazolin-2-yl)-3-(3-(2-(((benzyloxy)carbonyl)amino)ethoxy)phenyl)piperazine-1-carboxylate). As a reaction SMILES: Cl[C:2]1[N:11]=[C:10]([NH2:12])[C:9]2[C:4](=[CH:5][C:6]([O:15][CH3:16])=[C:7]([O:13][CH3:14])[CH:8]=2)[N:3]=1.[CH2:17]([O:24][C:25]([NH:27][CH2:28][CH2:29][O:30][C:31]1[CH:32]=[C:33]([CH:37]2[NH:42][CH2:41][CH2:40][N:39]([C:43]([O:45][C:46]([CH3:49])([CH3:48])[CH3:47])=[O:44])[CH2:38]2)[CH:34]=[CH:35][CH:36]=1)=[O:26])[C:18]1[CH:23]=[CH:22][CH:21]=[CH:20][CH:19]=1>C(O)CC(C)C>[NH2:12][C:10]1[C:9]2[C:4](=[CH:5][C:6]([O:15][CH3:16])=[C:7]([O:13][CH3:14])[CH:8]=2)[N:3]=[C:2]([N:42]2[CH2:41][CH2:40][N:39]([C:43]([O:45][C:46]([CH3:49])([CH3:47])[CH3:48])=[O:44])[CH2:38][CH:37]2[C:33]2[CH:34]=[CH:35][CH:36]=[C:31]([O:30][CH2:29][CH2:28][NH:27][C:25]([O:24][CH2:17][C:18]3[CH:19]=[CH:20][CH:21]=[CH:22][CH:23]=3)=[O:26])[CH:32]=2)[N:11]=1. Procedure details: A solution of 2-chloro-6,7-dimethoxyquinazolin-4-amine (CAS#23680-84-4) (105 mg, 0.439 mmol) and (+) or (−)-tert-butyl 3-(3-(2-(((benzyloxy)carbonyl)amino)ethoxy)phenyl)piperazine-1-carboxylate (100 mg, 0.220 mmol) in isoamyl alcohol (5 ml) was stirred for 16 hr at 135° C. After evaporation, the crude was purified by preparative HPLC (Macherey-Nagel Nucleosil® 100-10 C18, CH3CN/H2O (0.1% TFA)) to give the title compound. MS (ESI+) m/z 659.2 (M+H). Reactants: O=C(Cl)C(=O)Cl, ClCCl, O=C(O)c1cc(-c2ccccc2)nc2ccccc12. Yields the product [Cl-], O=C(O)c1cc(-c2ccccc2)nc2ccccc12. As a reaction SMILES: [Cl:1][C:2]([C:3]([Cl:4])=[O:5])=[O:6].[Cl:26][CH2:27][Cl:28].[c:7]1(-[c:13]2[n:14][c:15]3[cH:16][cH:17][cH:18][cH:19][c:20]3[c:21]([C:23](=[O:24])[OH:25])[cH:22]2)[cH:8][cH:9][cH:10][cH:11][cH:12]1>>[Cl-:1].[c:7]1(-[c:13]2[n:14][c:15]3[cH:16][cH:17][cH:18][cH:19][c:20]3[c:21]([C:23](=[O:24])[OH:25])[cH:22]2)[cH:8][cH:9][cH:10][cH:11][cH:12]1. Reactants: O=S1(=O)CCC(=S)Nc2ccc(Cl)cc2C1c1ccccc1F, NN, C1CCOC1, O. Yields the product NNC1=Nc2ccc(Cl)cc2C(c2ccccc2F)S(=O)(=O)CC1. As a reaction SMILES: [Cl:4][c:5]1[cH:6][cH:7][c:8]2[c:9]([cH:26]1)[CH:10]([c:19]1[c:20]([F:25])[cH:21][cH:22][cH:23][cH:24]1)[S:11](=[O:17])(=[O:18])[CH2:12][CH2:13][C:14](=[S:16])[NH:15]2.[NH2:2][NH2:3].[O:27]1[CH2:28][CH2:29][CH2:30][CH2:31]1.[OH2:1]>>[NH:2]([NH2:3])[C:14]1=[N:15][c:8]2[cH:7][cH:6][c:5]([Cl:4])[cH:26][c:9]2[CH:10]([c:19]2[c:20]([F:25])[cH:21][cH:22][cH:23][cH:24]2)[S:11](=[O:17])(=[O:18])[CH2:12][CH2:13]1.